From a dataset of the Open Reaction Database (ORD), a public repository of structured organic reaction records. describe an organic reaction: reactants, conditions, products, and yield The reactants are ClC=1C=C2C(=C(C(C(C2=CC1)(C)C)=O)C(=O)OCC)O (Ethyl 6-chloro-4-hydroxy-1,1-dimethyl-2-oxo-naphthalene-3-carboxylate), C1CCOC1 (THF), CN (methanamine). Run at temperature 60 celsius, time 16 hour. Procedure: Ethyl 6-chloro-4-hydroxy-1,1-dimethyl-2-oxo-naphthalene-3-carboxylate (1.10 g, 3732 μmol, see Example 2) was dissolved in 2M methanamine in THF (9331 μL, 18661 μmol). The resulting mixture was stirred at 60° C. for 16 hours and then diluted with 100 mL of EtOAc. The resulting mixture was added to a separatory funnel, partitioned with NaHCO3 (saturated, aqueous), washed 2 times with 20 mL of NaHCO3 (saturated, aqueous), separated, dried over Na2SO4 and concentrated in vacuo to give the title comp... The solvent is CCOC(=O)C (EtOAc). The product is ClC=1C=C2C(=C(C(C(C2=CC1)(C)C)=O)C(=O)NC)O (6-Chloro-4-hydroxy-N,1,1-trimethyl-2-oxo-naphthalene-3-carboxamide). Reaction SMILES: [Cl:1][C:2]1[CH:3]=[C:4]2[C:9](=[CH:10][CH:11]=1)[C:8]([CH3:13])([CH3:12])[C:7](=[O:14])[C:6]([C:15](OCC)=[O:16])=[C:5]2[OH:20].C1COCC1.[CH3:26][NH2:27]>CCOC(C)=O>[Cl:1][C:2]1[CH:3]=[C:4]2[C:9](=[CH:10][CH:11]=1)[C:8]([CH3:13])([CH3:12])[C:7](=[O:14])[C:6]([C:15]([NH:27][CH3:26])=[O:16])=[C:5]2[OH:20]. Starting materials: COC(=O)c1cc([N+](=O)[O-])c(Sc2nccnc2Cl)cc1OC, N, C1CCOC1. Product: COC(=O)c1cc2c(cc1OC)Sc1nccnc1N2. RXN SMILES: [CH3:1][O:2][c:3]1[c:4]([C:5](=[O:6])[O:7][CH3:8])[cH:9][c:10]([N+:21]([O-:22])=[O:23])[c:11]([S:13][c:14]2[c:15]([Cl:20])[n:16][cH:17][cH:18][n:19]2)[cH:12]1.[NH3:24].[O:25]1[CH2:26][CH2:27][CH2:28][CH2:29]1>>[CH3:1][O:2][c:3]1[c:4]([C:5](=[O:6])[O:7][CH3:8])[cH:9][c:10]2[c:11]([cH:12]1)[S:13][c:14]1[c:15]([n:16][cH:17][cH:18][n:19]1)[NH:21]2. Reactants: BrC(CCC(=O)OC(C)(C)C)=C (tert-butyl 4-bromopent-4-enoate), C([O-])([O-])=O.[K+].[K+] (potassium carbonate), O=C([C@H](CC1=CC=C(C=C1)B1OC(C(O1)(C)C)(C)C)NC(OC(C)(C)C)=O)N1CCCCC1 (tert-Butyl (S)-(1-oxo-1-(piperidin-1-yl)-3-(4-(4,4,5,5-tetramethyl-1,3,2-dioxaborolan-2-yl)phenyl)propan-2-yl)carbamate). Reagents/catalysts: C=1C=CC(=CC1)[P](C=2C=CC=CC2)(C=3C=CC=CC3)[Pd]([P](C=4C=CC=CC4)(C=5C=CC=CC5)C=6C=CC=CC6)([P](C=7C=CC=CC7)(C=8C=CC=CC8)C=9C=CC=CC9)[P](C=1C=CC=CC1)(C=1C=CC=CC1)C=1C=CC=CC1 (Pd(PPh3)4). The solvent is O (water), CN(C)C=O (DMF), CCCCCC.C(C)(=O)OCC (hexane ethyl acetate). Reaction conditions: temperature 80 celsius, time 2 hour. The product is C(C)(C)(C)OC(=O)N[C@@H](CC1=CC=C(C=C1)C(CCC(=O)OC(C)(C)C)=C)C(N1CCCCC1)=O (tert-butyl (S)-4-(4-(2-((tert-butoxycarbonyl)amino)-3-oxo-3-(piperidin-1-yl)propyl)phenyl)pent-4-enoate). RXN SMILES: [O:1]=[C:2]([N:28]1[CH2:33][CH2:32][CH2:31][CH2:30][CH2:29]1)[C@@H:3]([NH:20][C:21](=[O:27])[O:22][C:23]([CH3:26])([CH3:25])[CH3:24])[CH2:4][C:5]1[CH:10]=[CH:9][C:8](B2OC(C)(C)C(C)(C)O2)=[CH:7][CH:6]=1.Br[C:35](=[CH2:45])[CH2:36][CH2:37][C:38]([O:40][C:41]([CH3:44])([CH3:43])[CH3:42])=[O:39].C(=O)([O-])[O-].[K+].[K+]>CN(C=O)C.O.CCCCCC.C(OCC)(=O)C.C1C=CC([P]([Pd]([P](C2C=CC=CC=2)(C2C=CC=CC=2)C2C=CC=CC=2)([P](C2C=CC=CC=2)(C2C=CC=CC=2)C2C=CC=CC=2)[P](C2C=CC=CC=2)(C2C=CC=CC=2)C2C=CC=CC=2)(C2C=CC=CC=2)C2C=CC=CC=2)=CC=1>[C:23]([O:22][C:21]([NH:20][C@H:3]([C:2](=[O:1])[N:28]1[CH2:29][CH2:30][CH2:31][CH2:32][CH2:33]1)[CH2:4][C:5]1[CH:10]=[CH:9][C:8]([C:35](=[CH2:45])[CH2:36][CH2:37][C:38]([O:40][C:41]([CH3:44])([CH3:43])[CH3:42])=[O:39])=[CH:7][CH:6]=1)=[O:27])([CH3:26])([CH3:24])[CH3:25] |f:2.3.4,7.8,^1:73,75,94,113|. Procedure details: tert-Butyl (S)-(1-oxo-1-(piperidin-1-yl)-3-(4-(4,4,5,5-tetramethyl-1,3,2-dioxaborolan-2-yl)phenyl)propan-2-yl)carbamate (Compound SP414) (3.00 g, 6.54 mmol) was dissolved in DMF (24.0 ml) and water (6.0 ml), tert-butyl 4-bromopent-4-enoate synthesized by the method described in the literature (Organic Letters, 2011, 13, 5830-5833) (2.31 g, 9.82 mmol), Pd(PPh3)4 (1.13 g, 0.978 mmol) and potassium carbonate (1.81 g, 13.10 mmol) were added and the mixture was stirred at 80° C. for 2 hours. The reac... The reactants are COC(=O)C=1N(C(C2=CC=C(C=C2C1C1=CC=CC=C1)Br)=O)CC1=CC=C(C=C1)O (6-bromo-2-(4-hydroxybenzyl)-1-oxo-4-phenyl-1,2-dihydroisoquinoline-3-carboxylic acid methyl ester), BrCC(=O)OC (methyl bromoacetate), crystals. The product is COC(=O)C=1N(C(C2=CC=C(C=C2C1C1=CC=CC=C1)Br)=O)CC1=CC=C(C=C1)OCC(=O)OC (6-bromo-2-(4-methoxycarbonylmethoxybenzyl)-1-oxo-4-phenyl-1,2-dihydroisoquinoline-3-carboxylic acid methyl ester). RXN SMILES: [CH3:1][O:2][C:3]([C:5]1[N:6]([CH2:23][C:24]2[CH:29]=[CH:28][C:27]([OH:30])=[CH:26][CH:25]=2)[C:7](=[O:22])[C:8]2[C:13]([C:14]=1[C:15]1[CH:20]=[CH:19][CH:18]=[CH:17][CH:16]=1)=[CH:12][C:11]([Br:21])=[CH:10][CH:9]=2)=[O:4].Br[CH2:32][C:33]([O:35][CH3:36])=[O:34]>>[CH3:1][O:2][C:3]([C:5]1[N:6]([CH2:23][C:24]2[CH:25]=[CH:26][C:27]([O:30][CH2:32][C:33]([O:35][CH3:36])=[O:34])=[CH:28][CH:29]=2)[C:7](=[O:22])[C:8]2[C:13]([C:14]=1[C:15]1[CH:16]=[CH:17][CH:18]=[CH:19][CH:20]=1)=[CH:12][C:11]([Br:21])=[CH:10][CH:9]=2)=[O:4]. Procedure: The present compound was synthesized by a method similar to that in Example 259 and using 6-bromo-2-(4-hydroxybenzyl)-1-oxo-4-phenyl-1,2-dihydroisoquinoline-3-carboxylic acid methyl ester (310 mg) and methyl bromoacetate. Colorless crystals (300 mg). 1H-NMR (CDCl3) δ: 3.23 (3H, s), 3.78 (3H, s), 4.59 (2H, s), 5.34 (2H, s), 6.82 (2H, d, J=8.7 Hz), 7.22 (2H, d, J=8.7 Hz), 7.24-7.31 (2H, m), 7.37 (1H, d, J=1.8 Hz), 7.40-7.49 (3H, m), 7.65 (1H, dd, J=1.8, 8.7 Hz), 8.39 (1H, d, J=8.7 Hz). HPLC analys... Reactants: C(=O)[O-].[NH4+] (Ammonium formate), C[Si](CCOC(=O)N1CCC(CC1)=O)(C)C (4-oxo-piperidine-1-carboxylic acid-2-trimethylsilanyl-ethyl ester). The reagents and catalysts are [Pd] (palladium on carbon). Solvent: O (water), O (water), CO (methanol). Conditions: time 8 hour. The product is C[Si](CCOC(=O)N1CCC(CC1)N)(C)C (4-Amino-piperidine-1-carboxylic acid 2-trimethylsilanyl-ethyl ester). The yield is 40.1%. Reaction SMILES: [CH3:1][Si:2]([CH3:16])([CH3:15])[CH2:3][CH2:4][O:5][C:6]([N:8]1[CH2:13][CH2:12][C:11](=O)[CH2:10][CH2:9]1)=[O:7].C([O-])=O.[NH4+:20]>[Pd].O.CO>[CH3:1][Si:2]([CH3:16])([CH3:15])[CH2:3][CH2:4][O:5][C:6]([N:8]1[CH2:13][CH2:12][CH:11]([NH2:20])[CH2:10][CH2:9]1)=[O:7] |f:1.2|. Procedure details: A slurry of 10% palladium on carbon (200 mg) in water was added to 4-oxo-piperidine-1-carboxylic acid-2-trimethylsilanyl-ethyl ester (2.42 g, 10 mmol) in 100 mL of methanol. Ammonium formate (6.0 g, 95 mmol) in water was added dropwise, and the mixture stirred vigorously overnight. The mixture was filtered and the filtrate concentrated in vacuo to leave the crude product. Chromatography (elution with methanol-dichloromethane) provided 0.98 g of product.